From a dataset of the Open Reaction Database (ORD), a public repository of structured organic reaction records. describe an organic reaction: reactants, conditions, products, and yield Reactants: Cl (HCl), C(CC(O)(C(=O)O)CC(=O)O)(=O)O (citric acid), COC(C1=CN=C(C(=C1)Br)Cl)=O (5-bromo-6-chloro-nicotinic acid methyl ester), COCCNC (N-(2-methoxyethyl)methylamine), [OH-].[Na+] (NaOH). The solvent is N12CCCCCC2=NCCC1 (1,8-diazabicyclo[5.4.0]undec-7-ene). Reaction conditions: temperature 90 celsius, time 1 hour. Yields the product BrC=1C(=NC=C(C(=O)O)C1)N(C)CCOC (5-bromo-6-[(2-methoxy-ethyl)-methyl-amino]-nicotinic acid). Yield: 91.8%. As a reaction SMILES: C[O:2][C:3](=[O:12])[C:4]1[CH:9]=[C:8]([Br:10])[C:7](Cl)=[N:6][CH:5]=1.[CH3:13][O:14][CH2:15][CH2:16][NH:17][CH3:18].[OH-].[Na+].Cl.C(O)(=O)CC(CC(O)=O)(C(O)=O)O>N12CCCN=C1CCCCC2>[Br:10][C:8]1[C:7]([N:17]([CH2:16][CH2:15][O:14][CH3:13])[CH3:18])=[N:6][CH:5]=[C:4]([CH:9]=1)[C:3]([OH:2])=[O:12] |f:2.3|. Procedure details: A suspension of 5-bromo-6-chloro-nicotinic acid methyl ester (1 g) and N-(2-methoxyethyl)methylamine (0.89 g) in 1,8-diazabicyclo[5.4.0]undec-7-ene (1.519 g) was stirred at 60° C. for 3 h and at 90° C. for 1 h. 2 M NaOH (3.99 ml) was added and the mixture was stirred at 90° C. for 15 min. After cooling to room temperature 2 M HCl (3.99 ml) was added. The mixture was acidified using concentrated citric acid solution. The mixture was extracted with ethyl acetate. The org. phase was washed with bri... The reactants are OC1=C(N=NC2=CC=CC(=C12)C)C1=CC=CC=C1 (4-Hydroxy-5-methyl-3-phenylcinnoline), P(Cl)(Cl)(Cl)(Cl)Cl (PCl5). Run in O=P(Cl)(Cl)Cl (POCl3). Yields the product ClC1=C(N=NC2=CC=CC(=C12)C)C1=CC=CC=C1 (4-Chloro-5-methyl-3-phenylcinnoline). Reaction SMILES: O[C:2]1[C:11]2[C:6](=[CH:7][CH:8]=[CH:9][C:10]=2[CH3:12])[N:5]=[N:4][C:3]=1[C:13]1[CH:18]=[CH:17][CH:16]=[CH:15][CH:14]=1.P(Cl)(Cl)(Cl)(Cl)[Cl:20]>O=P(Cl)(Cl)Cl>[Cl:20][C:2]1[C:11]2[C:6](=[CH:7][CH:8]=[CH:9][C:10]=2[CH3:12])[N:5]=[N:4][C:3]=1[C:13]1[CH:18]=[CH:17][CH:16]=[CH:15][CH:14]=1. Procedure details: 27.3 g (0.116 mol) of the compound from Example VI are boiled under reflux with 18.3 g of PCl5 and 200 ml of POCl3 for 18 h. The mixture is added to ice with good stirring and extracted with methylene chloride, and the organic phase is washed with saturated NaHCO3 solution, dried and evaporated in vacuo. 12 g (41% crude yield) of a solid are obtained, which after chromatography has a m.p. of 128° C.